This data is from the Open Reaction Database (ORD), a public repository of structured organic reaction records. The task is: describe an organic reaction: reactants, conditions, products, and yield Reactants: N(=[N+]=[N-])C1C(NC2=C(CC1C1=CC=C(C=C1)OC)C=CC=C2)=O (2,3,4,5-tetrahydro-3-azido-4-(4-methoxyphenyl)-1H-1-benzazepin-2-one), C1(=CC=CC=C1)P(C1=CC=CC=C1)C1=CC=CC=C1 (triphenylphosphine), 283, C17H18N2O2. The solvent is O1CCCC1 (tetrahydrofuran). Yields the product NC1C(NC2=C(CC1C1=CC=C(C=C1)OC)C=CC=C2)=O (2,3,4,5-Tetrahydro-3-amino-4-(4-methoxyphenyl)-1H-1-benzazepin-2-one). As a reaction SMILES: [N:1]([CH:4]1[CH:10]([C:11]2[CH:16]=[CH:15][C:14]([O:17][CH3:18])=[CH:13][CH:12]=2)[CH2:9][C:8]2[CH:19]=[CH:20][CH:21]=[CH:22][C:7]=2[NH:6][C:5]1=[O:23])=[N+]=[N-].C1(P(C2C=CC=CC=2)C2C=CC=CC=2)C=CC=CC=1>O1CCCC1>[NH2:1][CH:4]1[CH:10]([C:11]2[CH:16]=[CH:15][C:14]([O:17][CH3:18])=[CH:13][CH:12]=2)[CH2:9][C:8]2[CH:19]=[CH:20][CH:21]=[CH:22][C:7]=2[NH:6][C:5]1=[O:23]. Reported procedure: A solution of 2,3,4,5-tetrahydro-3-azido-4-(4-methoxyphenyl)-1H-1-benzazepin-2-one (170 mg, 0.552 mmol) in 5 mL of wet tetrahydrofuran was treated with triphenylphosphine (256 mg, 1 mmol, 1.8eq) and the resulting mixture heated at reflux for 6 hours, then cooled to room temperature. The solvent was removed under vacuum and the residue was purified on a silica gel column (eluant 10% MeOH/CH2Cl2) to give the product in quantitative yield. 1H NMR (400 MHz, CDCl3): 1.35 (br s, 2H), 2.90 (dd; 6,13 Hz... Reported procedure: cis-1-{3-[4-Amino-5-(3-benzyloxy-phenyl)-pyrrolo[2,3-d]pyrimidin-7-yl]-cyclobutylmethyl}-3-(4-methoxy-benzyl)-urea is prepared as described in Example 26 using cis-7-(3-aminomethyl-cyclobutyl)-5-(3-benzyloxy-phenyl)-7H-pyrrolo[2,3-d]pyrimidin-4-ylamine and 4-methoxybenzyl isocyanate (Aldrich, Buchs, Switzerland). Analytical HPLC: tR=7.21 min (Grad 2); ES-MS: m/eo=562.9. The reactants are NC[C@H]1C[C@H](C1)N1C=C(C2=C1N=CN=C2N)C2=CC(=CC=C2)OCC2=CC=CC=C2 (cis-7-(3-aminomethyl-cyclobutyl)-5-(3-benzyloxy-phenyl)-7H-pyrrolo[2,3-d]pyrimidin-4-ylamine), COC1=CC=C(CN=C=O)C=C1 (4-methoxybenzyl isocyanate). Reaction SMILES: [NH2:1][CH2:2][C@@H:3]1[CH2:6][C@H:5]([N:7]2[C:11]3[N:12]=[CH:13][N:14]=[C:15]([NH2:16])[C:10]=3[C:9]([C:17]3[CH:22]=[CH:21][CH:20]=[C:19]([O:23][CH2:24][C:25]4[CH:30]=[CH:29][CH:28]=[CH:27][CH:26]=4)[CH:18]=3)=[CH:8]2)[CH2:4]1.[CH3:31][O:32][C:33]1[CH:42]=[CH:41][C:36]([CH2:37][N:38]=[C:39]=[O:40])=[CH:35][CH:34]=1>>[NH2:16][C:15]1[C:10]2[C:9]([C:17]3[CH:22]=[CH:21][CH:20]=[C:19]([O:23][CH2:24][C:25]4[CH:30]=[CH:29][CH:28]=[CH:27][CH:26]=4)[CH:18]=3)=[CH:8][N:7]([C@@H:5]3[CH2:4][C@H:3]([CH2:2][NH:1][C:39]([NH:38][CH2:37][C:36]4[CH:41]=[CH:42][C:33]([O:32][CH3:31])=[CH:34][CH:35]=4)=[O:40])[CH2:6]3)[C:11]=2[N:12]=[CH:13][N:14]=1. Yields the product NC=1C2=C(N=CN1)N(C=C2C2=CC(=CC=C2)OCC2=CC=CC=C2)[C@H]2C[C@H](C2)CNC(=O)NCC2=CC=C(C=C2)OC (cis-1-{3-[4-Amino-5-(3-benzyloxy-phenyl)-pyrrolo[2,3-d]pyrimidin-7-yl]-cyclobutylmethyl}-3-(4-methoxy-benzyl)-urea). Starting materials: O=C1CCC(=O)N1Br, CN(C)C=O, COc1ccc2c(C(N)=O)c(NC(N)=O)[nH]c2c1, O. The product is COc1cc2[nH]c(NC(N)=O)c(C(N)=O)c2cc1Br. Reaction SMILES: [Br:1][N:2]1[C:3](=[O:4])[CH2:5][CH2:6][C:7]1=[O:8].[CH3:27][N:28]([CH3:29])[CH:30]=[O:31].[NH2:9][C:10](=[O:11])[NH:12][c:13]1[nH:14][c:15]2[cH:16][c:17]([O:25][CH3:26])[cH:18][cH:19][c:20]2[c:21]1[C:22](=[O:23])[NH2:24].[OH2:32]>>[Br:1][c:18]1[c:17]([O:25][CH3:26])[cH:16][c:15]2[nH:14][c:13]([NH:12][C:10]([NH2:9])=[O:11])[c:21]([C:22](=[O:23])[NH2:24])[c:20]2[cH:19]1. Reactants: COC(N(CC1=C(C=CC(=C1)C(F)(F)F)C1=C(C=CC(=C1)C(C)C)OC)CC1=CC(=CC(=C1)C(F)(F)F)C=O)=O (methyl[3-formyl-5-(trifluoromethyl)benzyl]{[5′-isopropyl-2′-methoxy-4-(trifluoromethyl)biphenyl-2-yl]methyl}carbamate), C(=O)(O)[O-].[Na+] (NaHCO3), C[Si](C)(C)[N-][Si](C)(C)C.[K+] (potassium bis(trimethylsilyl)amide), solution. The solvent is C1CCOC1 (THF), CCOC(=O)C (EtOAc), C1CCOC1 (THF), C1(=CC=CC=C1)C (toluene). Yields the product COC(N(CC1=CC(=CC(=C1)C=C)C(F)(F)F)CC1=C(C=CC(=C1)C(F)(F)F)C1=C(C=CC(=C1)C(C)C)OC)=O (methyl{[5′-isopropyl-2′-methoxy-4-(trifluoromethyl)biphenyl-2-yl]methyl}[3-(trifluoromethyl)-5-vinylbenzyl]carbamate). RXN SMILES: C[Si]([N-][Si](C)(C)C)(C)C.[K+].[CH3:11][O:12][C:13](=[O:50])[N:14]([CH2:37][C:38]1[CH:43]=[C:42]([C:44]([F:47])([F:46])[F:45])[CH:41]=[C:40]([CH:48]=O)[CH:39]=1)[CH2:15][C:16]1[CH:21]=[C:20]([C:22]([F:25])([F:24])[F:23])[CH:19]=[CH:18][C:17]=1[C:26]1[CH:31]=[C:30]([CH:32]([CH3:34])[CH3:33])[CH:29]=[CH:28][C:27]=1[O:35][CH3:36].[C:51]([O-])(O)=O.[Na+]>C1COCC1.C1(C)C=CC=CC=1.CCOC(C)=O>[CH3:11][O:12][C:13](=[O:50])[N:14]([CH2:15][C:16]1[CH:21]=[C:20]([C:22]([F:24])([F:25])[F:23])[CH:19]=[CH:18][C:17]=1[C:26]1[CH:31]=[C:30]([CH:32]([CH3:34])[CH3:33])[CH:29]=[CH:28][C:27]=1[O:35][CH3:36])[CH2:37][C:38]1[CH:39]=[C:40]([CH:48]=[CH2:51])[CH:41]=[C:42]([C:44]([F:47])([F:46])[F:45])[CH:43]=1 |f:0.1,3.4|. Procedure details: A suspension of Ph3PCH3Br (53.4 mg, 0.15 mmol) in THF (500 μL) was cooled to 0° C. potassium bis(trimethylsilyl)amide (256 μL of a 0.5 M solution in toluene, 0.128 mmol) was added slowly and the reaction was kept at 0° C. After fifteen minutes, methyl[3-formyl-5-(trifluoromethyl)benzyl]{[5′-isopropyl-2′-methoxy-4-(trifluoromethyl)biphenyl-2-yl]methyl}carbamate (24.2 mg, 0.043 mmol) (Example 40) was dissolved in THF (1 mL) and was added via cannula to the reaction which was then slowly warmed to ... Solvent: C(C)(=O)OCC (ethyl acetate), CS(=O)C (DMSO). Reported procedure: To 6-chloro-N-(3-fluorobenzyl)pyrazin-2-amine (140 mg, 0.589 mmol) was added 2-fluoropyridin-4-ylboronic acid (125 mg, 0.884 mmol), PalladiumTetrakis (82 mg, 0.071 mmol), DME (3.3 ml), and 2M sodium carbonate (1.031 ml, 2.062 mmol). The resulting reaction mixture was stirred at 110° C. until completion as indicated by LCMS, about 3 hours. The reaction mixture was cooled to room temperature, diluted with 20 ml of ethyl acetate, filtered and concentrated to yield a crude solid. The solid was disso... The product is FC=1C=C(CNC2=NC(=CN=C2)C2=CC(=NC=C2)F)C=CC1 (N-(3-fluorobenzyl)-6-(2-fluoropyridin-4-yl)pyrazin-2-amine). As a reaction SMILES: Cl[C:2]1[N:7]=[C:6]([NH:8][CH2:9][C:10]2[CH:15]=[CH:14][CH:13]=[C:12]([F:16])[CH:11]=2)[CH:5]=[N:4][CH:3]=1.[F:17][C:18]1[CH:23]=[C:22](B(O)O)[CH:21]=[CH:20][N:19]=1.COCCOC.C(=O)([O-])[O-].[Na+].[Na+]>C(OCC)(=O)C.CS(C)=O.C1C=CC([P]([Pd]([P](C2C=CC=CC=2)(C2C=CC=CC=2)C2C=CC=CC=2)([P](C2C=CC=CC=2)(C2C=CC=CC=2)C2C=CC=CC=2)[P](C2C=CC=CC=2)(C2C=CC=CC=2)C2C=CC=CC=2)(C2C=CC=CC=2)C2C=CC=CC=2)=CC=1>[F:16][C:12]1[CH:11]=[C:10]([CH:15]=[CH:14][CH:13]=1)[CH2:9][NH:8][C:6]1[CH:5]=[N:4][CH:3]=[C:2]([C:22]2[CH:21]=[CH:20][N:19]=[C:18]([F:17])[CH:23]=2)[N:7]=1 |f:3.4.5,^1:52,54,73,92|. Starting materials: ClC1=CN=CC(=N1)NCC1=CC(=CC=C1)F (6-chloro-N-(3-fluorobenzyl)pyrazin-2-amine), FC1=NC=CC(=C1)B(O)O (2-fluoropyridin-4-ylboronic acid), COCCOC (DME), C([O-])([O-])=O.[Na+].[Na+] (sodium carbonate). The reagents and catalysts are C=1C=CC(=CC1)[P](C=2C=CC=CC2)(C=3C=CC=CC3)[Pd]([P](C=4C=CC=CC4)(C=5C=CC=CC5)C=6C=CC=CC6)([P](C=7C=CC=CC7)(C=8C=CC=CC8)C=9C=CC=CC9)[P](C=1C=CC=CC1)(C=1C=CC=CC1)C=1C=CC=CC1 (PalladiumTetrakis). Reaction conditions: temperature 110 celsius. The yield is 41.0%.